Dataset: the Open Reaction Database (ORD), a public repository of structured organic reaction records. Task: describe an organic reaction: reactants, conditions, products, and yield Reactants: CC(=O)CC(C)(C)O.OCC(=O)[C@H](O)[C@@H](O)[C@H](O)CO (diacetone sorbose), [OH-].[Na+] (sodium hydroxide). The reagents and catalysts are [Ni] (nickel). Run at temperature 0 celsius. Yields the product CC(=O)CC(C)(C)O.O=C([C@H](O)[C@H](O)[C@@H](O)[C@H](O)CO)O (diacetone ketogulonic acid). The yield is 84.8%. As a reaction SMILES: [CH3:1][C:2]([CH2:4][C:5]([OH:8])([CH3:7])[CH3:6])=[O:3].[OH:9][CH2:10][C:11]([C@@H:13]([C@H:15]([C@@H:17]([CH2:19][OH:20])[OH:18])[OH:16])[OH:14])=[O:12].[OH-:21].[Na+]>[Ni]>[CH3:1][C:2]([CH2:4][C:5]([OH:8])([CH3:7])[CH3:6])=[O:3].[O:21]=[C:19]([OH:20])[C@@H:17]([C@@H:15]([C@H:13]([C@@H:11]([CH2:10][OH:9])[OH:12])[OH:14])[OH:16])[OH:18] |f:0.1,2.3,5.6|. Procedure: A cylindrical vessel (diameter 12 cm., height 19 cm. with a stirrer, provided with a cylindrically-shaped stainless steel net as cathode surrounded at a distance of 7 mm. by an anode of sintered nickel plate (surface area 0.05 m.2), is filled with 1500 ml. of an aqueous solution of 130 g. (0.5 mole) of diacetone-sorbose and 60 g. (1.5 mole) of sodium hydroxide. At a temperature of 40° C. and a terminal voltage of 2.4 V, it is electrolyzed until 80 Ah have flowed through the reaction mixture. The... The reactants are product, NCC(=O)O (Glycine), C(CCCCCCCC)(=O)Cl (nonanoyl chloride), [OH-].[Na+] (NaOH), C(C)(=O)OCC (ethyl acetate). The yield is 79.5%. As a reaction SMILES: [NH2:1][CH2:2][C:3]([OH:5])=[O:4].[C:6](Cl)(=[O:15])[CH2:7][CH2:8][CH2:9][CH2:10][CH2:11][CH2:12][CH2:13][CH3:14].[OH-].[Na+].C(OCC)(=O)C>O.CCOCC>[C:6]([NH:1][CH2:2][C:3]([OH:5])=[O:4])(=[O:15])[CH2:7][CH2:8][CH2:9][CH2:10][CH2:11][CH2:12][CH2:13][CH3:14] |f:2.3|. Procedure details: Glycine (20 mmol) was reacted with nonanoyl chloride (22 ml) in the presence of NaOH (40 mmol) in a mixture of water and ether as described in Example 1 Part A. The crude crystalline product (4.25 g) was recrytallized from ethyl acetate (40-50 ml) to give the title compound (3.42 g, 79.5%), m.p. 106°-109° C. Yields the product C(CCCCCCCC)(=O)NCC(=O)O (N-Nonanoyl glycine). Run in O (water), CCOCC (ether). The reactants are COC1=C(C=C(C=C1)F)B(O)O (2-methoxy-5-fluorophenylboronic acid), C(=O)([O-])[O-].[Na+].[Na+] (Na2CO3), ClC1=NC(=C(N=C1CC)C1=C(C=C(C=C1)OC)OC)CC (2-chloro-5-(2,4-dimethoxy-phenyl)-3,6-diethyl-pyrazine). Reagents/catalysts: C=1C=CC(=CC1)[P](C=2C=CC=CC2)(C=3C=CC=CC3)[Pd]([P](C=4C=CC=CC4)(C=5C=CC=CC5)C=6C=CC=CC6)([P](C=7C=CC=CC7)(C=8C=CC=CC8)C=9C=CC=CC9)[P](C=1C=CC=CC1)(C=1C=CC=CC1)C=1C=CC=CC1 (Pd(PPh3)4). Solvent: CCOC(=O)C (EtOAc), CCCCCC (hexane), COCCOC (DME). Conditions: temperature 90 celsius. Yields the product COC1=C(C=CC(=C1)OC)C1=NC(=C(N=C1CC)C1=C(C=CC(=C1)F)OC)CC (2-(2,4-Dimethoxy-phenyl)-3,6-diethyl-5-(5-fluoro-2-methoxy-phenyl)-pyrazine). Reaction SMILES: Cl[C:2]1[C:7]([CH2:8][CH3:9])=[N:6][C:5]([C:10]2[CH:15]=[CH:14][C:13]([O:16][CH3:17])=[CH:12][C:11]=2[O:18][CH3:19])=[C:4]([CH2:20][CH3:21])[N:3]=1.[CH3:22][O:23][C:24]1[CH:29]=[CH:28][C:27]([F:30])=[CH:26][C:25]=1B(O)O.C([O-])([O-])=O.[Na+].[Na+]>COCCOC.CCOC(C)=O.CCCCCC.C1C=CC([P]([Pd]([P](C2C=CC=CC=2)(C2C=CC=CC=2)C2C=CC=CC=2)([P](C2C=CC=CC=2)(C2C=CC=CC=2)C2C=CC=CC=2)[P](C2C=CC=CC=2)(C2C=CC=CC=2)C2C=CC=CC=2)(C2C=CC=CC=2)C2C=CC=CC=2)=CC=1>[CH3:19][O:18][C:11]1[CH:12]=[C:13]([O:16][CH3:17])[CH:14]=[CH:15][C:10]=1[C:5]1[C:4]([CH2:20][CH3:21])=[N:3][C:2]([C:29]2[CH:28]=[C:27]([F:30])[CH:26]=[CH:25][C:24]=2[O:23][CH3:22])=[C:7]([CH2:8][CH3:9])[N:6]=1 |f:2.3.4,^1:61,63,82,101|. Reported procedure: Pd(PPh3)4 (8 mg) is added to a solution of 2-chloro-5-(2,4-dimethoxy-phenyl)-3,6-diethyl-pyrazine (70 mg) in DME (2 ml) at room temperature, followed by 2-methoxy-5-fluorophenylboronic acid (45 mg) and Na2CO3 (1M, 0.5 ml). The resulting mixture is heated to 90° C. for 20 hours, then cooled to room temperature. The reaction mixture is diluted with 50% EtOAc in hexane and washed with water and brine, dried, filtered and evaporated. The crude is purified by chromatography (eluted with 15% EtOAc in ... Starting materials: C(C)(C)(C)OC(=O)N1CCC(CC1)=O (4-oxo-piperidine-1-carboxylic acid tert-butyl ester), C(C1=CC=CC=C1)N (benzylamine), ClC1=CC=C(C=C1)C=C[N+](=O)[O-] (1-chloro-4-(2-nitro-vinyl)-benzene). The solvent is CCO.C1(=CC=CC=C1)C (EtOH toluene). The product is C(C1=CC=CC=C1)N1C=C(C=2CNCCC21)C2=CC=C(C=C2)Cl (1-Benzyl-3-(4-chloro-phenyl)-4,5,6,7-tetrahydro-1H-pyrrolo[3,2-c]pyridine). Reaction SMILES: C(OC([N:8]1[CH2:13][CH2:12][C:11](=O)[CH2:10][CH2:9]1)=O)(C)(C)C.[CH2:15]([NH2:22])[C:16]1[CH:21]=[CH:20][CH:19]=[CH:18][CH:17]=1.[Cl:23][C:24]1[CH:29]=[CH:28][C:27]([CH:30]=[CH:31][N+]([O-])=O)=[CH:26][CH:25]=1>CCO.C1(C)C=CC=CC=1>[CH2:15]([N:22]1[C:11]2[CH2:10][CH2:9][NH:8][CH2:13][C:12]=2[C:30]([C:27]2[CH:28]=[CH:29][C:24]([Cl:23])=[CH:25][CH:26]=2)=[CH:31]1)[C:16]1[CH:21]=[CH:20][CH:19]=[CH:18][CH:17]=1 |f:3.4|. Procedure: The title compound (1.19 g) was prepared from 1.55 g of 4-oxo-piperidine-1-carboxylic acid tert-butyl ester, 850 μL of benzylamine, and 1.43 g of 1-chloro-4-(2-nitro-vinyl)-benzene, using a 1:1 mixture of EtOH/toluene as the solvent. MS (ESI): exact mass calculated for C20H20Cl2N2, 322.12; m/z found, 323.2 [M+H]+, 325.2 [M+H]+. 1H NMR (400 MHz, CD3OD): 7.37-7.26 (m, 7H), 7.18-7.16 (m, 3H), 5.15 (s, 2H), 4.35 (s, 2H), 3.50 (t, J=6.3 Hz, 2H), 2.87 (t, J=6.3 Hz, 2H). Reactants: Cl.NCC1=CC=C(C=C1)CCC(=O)OCC (ethyl β-[4-(aminomethyl)-phenyl]-propionate hydrochloride), ClC=1C=CC(=C(C(=O)Cl)C1)OC (5-chloro-2-methoxybenzoyl chloride). Product: ClC=1C=CC(=C(C(=O)NCC2=CC=C(C=C2)CCC(=O)O)C1)OC (β-[4-(5-chloro-2-methoxybenzamidomethyl)-phenyl]-propionic acid). As a reaction SMILES: Cl.[NH2:2][CH2:3][C:4]1[CH:9]=[CH:8][C:7]([CH2:10][CH2:11][C:12]([O:14]CC)=[O:13])=[CH:6][CH:5]=1.[Cl:17][C:18]1[CH:19]=[CH:20][C:21]([O:27][CH3:28])=[C:22]([CH:26]=1)[C:23](Cl)=[O:24]>>[Cl:17][C:18]1[CH:19]=[CH:20][C:21]([O:27][CH3:28])=[C:22]([CH:26]=1)[C:23]([NH:2][CH2:3][C:4]1[CH:5]=[CH:6][C:7]([CH2:10][CH2:11][C:12]([OH:14])=[O:13])=[CH:8][CH:9]=1)=[O:24] |f:0.1|. Procedure details: By reaction of ethyl β-[4-(aminomethyl)-phenyl]-propionate hydrochloride (m.p. 192°-193° C.) with 5-chloro-2-methoxybenzoyl chloride, there is obtained β-[4-(5-chloro-2-methoxybenzamidomethyl)-phenyl]-propionic acid; m.p. 152°-153° C., after recrystallization from isopropanol. Reactants: CN(C)C=O, CCN(C(C)C)C(C)C, Nc1c(C(=O)O)cnn1-c1ccc(F)cc1, CCN(Cc1ccccc1)CC(O)(CN)C(F)(F)F. The product is CCN(Cc1ccccc1)CC(O)(CNC(=O)c1cnn(-c2ccc(F)cc2)c1N)C(F)(F)F. RXN SMILES: [CH3:45][N:46]([CH3:47])[CH:48]=[O:49].[CH:1]([N:2]([CH:3]([CH3:4])[CH3:5])[CH2:6][CH3:7])([CH3:8])[CH3:9].[NH2:10][c:11]1[c:12]([C:23](=[O:24])[OH:25])[cH:13][n:14][n:15]1-[c:16]1[cH:17][cH:18][c:19]([F:22])[cH:20][cH:21]1.[NH2:26][CH2:27][C:28]([C:29]([F:30])([F:31])[F:32])([OH:33])[CH2:34][N:35]([CH2:36][c:37]1[cH:38][cH:39][cH:40][cH:41][cH:42]1)[CH2:43][CH3:44]>>[NH2:10][c:11]1[c:12]([C:23](=[O:25])[NH:26][CH2:27][C:28]([C:29]([F:30])([F:31])[F:32])([OH:33])[CH2:34][N:35]([CH2:36][c:37]2[cH:38][cH:39][cH:40][cH:41][cH:42]2)[CH2:43][CH3:44])[cH:13][n:14][n:15]1-[c:16]1[cH:17][cH:18][c:19]([F:22])[cH:20][cH:21]1.